The task is: describe an organic reaction: reactants, conditions, products, and yield. This data is from the Open Reaction Database (ORD), a public repository of structured organic reaction records. Reactants: ClC=1C=C(OC=2C=C(C=CC2[N+](=O)[O-])C(C)=O)C=CC1 (3'-(3-chlorophenoxy)-4'-nitroacetophenone), [Cl-].[NH4+] (ammonium chloride). Reagents/catalysts: [Fe] (iron). Run in C(C)O (ethanol), O (water). Conditions: time 1 hour. Product: NC1=C(C=C(C=C1)C(C)=O)OC1=CC(=CC=C1)Cl (4'-amino-3'-(3-chlorophenoxy)acetophenone). The yield is 106.8%. Reaction SMILES: [Cl:1][C:2]1[CH:3]=[C:4]([CH:18]=[CH:19][CH:20]=1)[O:5][C:6]1[CH:7]=[C:8]([C:15](=[O:17])[CH3:16])[CH:9]=[CH:10][C:11]=1[N+:12]([O-])=O.[Cl-].[NH4+]>C(O)C.O.[Fe]>[NH2:12][C:11]1[CH:10]=[CH:9][C:8]([C:15](=[O:17])[CH3:16])=[CH:7][C:6]=1[O:5][C:4]1[CH:18]=[CH:19][CH:20]=[C:2]([Cl:1])[CH:3]=1 |f:1.2|. Reported procedure: A mixture of 3'-(3-chlorophenoxy)-4'-nitroacetophenone (2.4 g), iron powder (2.4 g) and ammonium chloride (0.24 g) in ethanol (32 ml) and water (16 ml) was refluxed with stirring for 1 hour. The insoluble was filtered and the filtrate was concentrated under reduced pressure. The residue was dissolved in ethyl acetate (30 ml), washed with water (20 ml), dried, and concentrated to give an oil of 4'-amino-3'-(3-chlorophenoxy)acetophenone (2.3 g). The reactants are CN1N=C(C=C1C1=C(C=C(C=C1)NC(=O)C=1OC2=C(N1)C=CC=C2)[N+](=O)[O-])C(F)(F)F (N-(4-(1-methyl-3-(trifluoromethyl)-1H-pyrazol-5-yl)-3-nitrophenyl)benzo[d]oxazole-2-carboxamide), stannous chloride dihydrate, Cl (HCl). Run in CCO (EtOH). Reaction conditions: time 17 hour. Product: NC=1C=C(C=CC1C1=CC(=NN1C)C(F)(F)F)NC(=O)C=1OC2=C(N1)C=CC=C2 (N-(3-amino-4-(1-methyl-3-(trifluoromethyl)-1H-pyrazol-5-yl)phenyl)benzo[d]oxazole-2-carboxamide). Reaction SMILES: [CH3:1][N:2]1[C:6]([C:7]2[CH:12]=[CH:11][C:10]([NH:13][C:14]([C:16]3[O:17][C:18]4[CH:24]=[CH:23][CH:22]=[CH:21][C:19]=4[N:20]=3)=[O:15])=[CH:9][C:8]=2[N+:25]([O-])=O)=[CH:5][C:4]([C:28]([F:31])([F:30])[F:29])=[N:3]1.Cl>CCO>[NH2:25][C:8]1[CH:9]=[C:10]([NH:13][C:14]([C:16]2[O:17][C:18]3[CH:24]=[CH:23][CH:22]=[CH:21][C:19]=3[N:20]=2)=[O:15])[CH:11]=[CH:12][C:7]=1[C:6]1[N:2]([CH3:1])[N:3]=[C:4]([C:28]([F:31])([F:29])[F:30])[CH:5]=1. Procedure: To a solution of 34 (27 mg, 0.06 mmol) in 3 ml EtOH was added stannous chloride dihydrate (135 mg, 0.6 mmol) and aq. HCl (3 ml, 1N). The mixture was stirred at r.t. for 17 h. The solvents were evaporated and the residue was dissolved in 4N NaOH and then extracted with diethyl ether. The org. phase was concentrated and subjected to prep HPLC purification to give compound 35.